describe an organic reaction: reactants, conditions, products, and yield From a dataset of the Open Reaction Database (ORD), a public repository of structured organic reaction records. Reactants: CC(O)C1=NC(=CC=C1)OC1=CC=CC=C1 (methyl(6-phenoxy-2-pyridyl)methanol), CC(O)C1=NC(=CC=C1)OC1=CC=C(C=C1)F (methyl[6-(4-fluorophenoxy)-2-pyridyl]methanol), FC1=CC=C(C=C1)C=CC(C(=O)O)C(C)C (4-(4-fluorophenyl)-2-isopropyl-3-butenoic acid). Product: FC1=CC=C(C=C1)C=CC(C(=O)OC(C1=NC(=CC=C1)OC1=CC=CC=C1)C)C(C)C (methyl(6-phenoxy-2-pyridyl)methyl 4-(4-fluorophenyl)-2-isopropyl-3-butenoate), FC1=CC=C(C=C1)C=CC(C(=O)OC(C1=NC(=CC=C1)OC1=CC=C(C=C1)F)C)C(C)C (methyl[6-(4-fluorophenoxy)-2-pyridyl]methyl 4-(4-fluorophenyl)-2-isopropyl-3-butenoate). RXN SMILES: [CH3:1][CH:2]([C:4]1[CH:9]=[CH:8][CH:7]=[C:6]([O:10][C:11]2[CH:16]=[CH:15][CH:14]=[CH:13][CH:12]=2)[N:5]=1)[OH:3].[CH3:17][CH:18]([C:20]1[CH:25]=[CH:24][CH:23]=[C:22]([O:26][C:27]2[CH:32]=[CH:31][C:30]([F:33])=[CH:29][CH:28]=2)[N:21]=1)[OH:19].[F:34][C:35]1[CH:40]=[CH:39][C:38]([CH:41]=[CH:42][CH:43]([CH:47]([CH3:49])[CH3:48])[C:44](O)=[O:45])=[CH:37][CH:36]=1>>[F:34][C:35]1[CH:36]=[CH:37][C:38]([CH:41]=[CH:42][CH:43]([CH:47]([CH3:49])[CH3:48])[C:44]([O:3][CH:2]([CH3:1])[C:4]2[CH:9]=[CH:8][CH:7]=[C:6]([O:10][C:11]3[CH:16]=[CH:15][CH:14]=[CH:13][CH:12]=3)[N:5]=2)=[O:45])=[CH:39][CH:40]=1.[F:34][C:35]1[CH:36]=[CH:37][C:38]([CH:41]=[CH:42][CH:43]([CH:47]([CH3:49])[CH3:48])[C:44]([O:19][CH:18]([CH3:17])[C:20]2[CH:25]=[CH:24][CH:23]=[C:22]([O:26][C:27]3[CH:32]=[CH:31][C:30]([F:33])=[CH:29][CH:28]=3)[N:21]=2)=[O:45])=[CH:39][CH:40]=1. Reported procedure: Following the procedure of Example 3, each of methyl(6-phenoxy-2-pyridyl)methanol and methyl[6-(4-fluorophenoxy)-2-pyridyl]methanol is reacted with 4-(4-fluorophenyl)-2-isopropyl-3-butenoic acid to yield methyl(6-phenoxy-2-pyridyl)methyl 4-(4-fluorophenyl)-2-isopropyl-3-butenoate and methyl[6-(4-fluorophenoxy)-2-pyridyl]methyl 4-(4-fluorophenyl)-2-isopropyl-3-butenoate, respectively.